Dataset: the Open Reaction Database (ORD), a public repository of structured organic reaction records. Task: describe an organic reaction: reactants, conditions, products, and yield The reactants are C(C)(C)[Si](O[C@@H](CC(=O)O)C)(C(C)C)C(C)C ((R)-3-Triisopropylsilyloxybutyric Acid), C(C(=O)Cl)(=O)Cl (oxalyl chloride). The solvent is ClCCl (dichloromethane). Conditions: time 5 hour. The product is C(C)(C)[Si](O[C@@H](CC(=O)Cl)C)(C(C)C)C(C)C ((R)-3-Triisopropylsilyloxybutyryl Chloride). Reaction SMILES: [CH:1]([Si:4]([CH:15]([CH3:17])[CH3:16])([CH:12]([CH3:14])[CH3:13])[O:5][C@H:6]([CH3:11])[CH2:7][C:8](O)=[O:9])([CH3:3])[CH3:2].C(Cl)(=O)C([Cl:21])=O>ClCCl>[CH:1]([Si:4]([CH:15]([CH3:17])[CH3:16])([CH:12]([CH3:14])[CH3:13])[O:5][C@H:6]([CH3:11])[CH2:7][C:8]([Cl:21])=[O:9])([CH3:3])[CH3:2]. Reported procedure: 0.0475 mol (12.36 g ) of the product from stage 2 is dissolved in 200 ml of absolute dichloromethane and treated with stirring with 0.0523 mol (6.64 g) of oxalyl chloride. After 5 hours at room temperature, the mixture is concentrated under reduced pressure. Reactants: solution, C(CCC)[Li] (n-butyl lithium), CCCCCC (hexane), N-BOC methyl indole-3-carboxylate, C1CCOC1 (THF), C(C)(C)NC(C)C (diisopropyl amine), CN(CCN(C)C)C (tetramethylethylene diamine), C1CCOC1 (THF), CCOC(=O)C (EtOAc). Run in C(=O)=O.CC(=O)C (dry ice acetone). Reaction conditions: temperature 15 celsius, time 30 minute. Product: N1C=C(C2=CC=CC=C12)C(CC(=O)OCC)=O (ethyl 3-indol-3-yl-3-oxopropanoate), N-BOC. Yield: 30.0%. Reaction SMILES: [CH:1]([NH:4][CH:5]([CH3:7])[CH3:6])([CH3:3])C.CN(C)CCN(C)C.C([Li])[CH2:17][CH2:18][CH3:19].CCCCCC.[CH3:27][CH2:28][O:29][C:30]([CH3:32])=[O:31].C1C[O:36][CH2:35]C1>C(=O)=O.CC(C)=O>[NH:4]1[C:5]2[C:6](=[CH:17][CH:18]=[CH:19][CH:7]=2)[C:3]([C:35](=[O:36])[CH2:32][C:30]([O:29][CH2:28][CH3:27])=[O:31])=[CH:1]1 |f:6.7|. Reported procedure: A solution of diisopropyl amine (13 mL, 100 mmol) and tetramethylethylene diamine (15 mL, 100 mmol) in THF (150 mL) was cooled in dry ice-acetone bath under argon atmosphere. A 2.5N solution of n-butyl lithium in hexane (40 mL, 100 mmol) was added over 30 minutes and EtOAc (10 mL, 108 mmol) was added and solution stirred for additional 30 minutes. A solution of N-BOC methyl indole-3-carboxylate (IIIa) (6.875 g, 25 mmol), in THF (50 mL) was added rapidly and the reaction mixture was stirred at −7... Reactants: COc1cc(CCCO)cc(OC)c1OC, CCOC(C)=O, C1CCOC1, O, BrP(Br)Br. Yields the product COc1cc(CCCBr)cc(OC)c1OC. Reaction SMILES: [CH3:1][O:2][c:3]1[cH:4][c:5]([CH2:13][CH2:14][CH2:15][OH:16])[cH:6][c:7]([O:11][CH3:12])[c:8]1[O:9][CH3:10].[CH3:27][CH2:28][O:29][C:30](=[O:31])[CH3:32].[O:22]1[CH2:23][CH2:24][CH2:25][CH2:26]1.[OH2:21].[P:17]([Br:18])([Br:19])[Br:20]>>[CH3:1][O:2][c:3]1[cH:4][c:5]([CH2:13][CH2:14][CH2:15][Br:18])[cH:6][c:7]([O:11][CH3:12])[c:8]1[O:9][CH3:10]. The reactants are COC(=O)c1ccc2c(=O)n(CC(C)C)c(CNC(=O)OC(C)(C)C)c(-c3ccccc3F)c2c1, CO, Cl, [Na+], C1CCOC1, [OH-], O. The product is CC(C)Cn1c(CNC(=O)OC(C)(C)C)c(-c2ccccc2F)c2cc(C(=O)O)ccc2c1=O. RXN SMILES: [C:1]([CH3:2])([CH3:3])([CH3:4])[O:5][C:6](=[O:7])[NH:8][CH2:9][c:10]1[n:11]([CH2:32][CH:33]([CH3:34])[CH3:35])[c:12](=[O:31])[c:13]2[cH:14][cH:15][c:16]([C:27](=[O:28])[O:29][CH3:30])[cH:17][c:18]2[c:19]1-[c:20]1[c:21]([F:26])[cH:22][cH:23][cH:24][cH:25]1.[CH3:45][OH:46].[ClH:39].[Na+:37].[O:40]1[CH2:41][CH2:42][CH2:43][CH2:44]1.[OH-:36].[OH2:38]>>[C:1]([CH3:2])([CH3:3])([CH3:4])[O:5][C:6](=[O:7])[NH:8][CH2:9][c:10]1[n:11]([CH2:32][CH:33]([CH3:34])[CH3:35])[c:12](=[O:31])[c:13]2[cH:14][cH:15][c:16]([C:27](=[O:28])[OH:29])[cH:17][c:18]2[c:19]1-[c:20]1[c:21]([F:26])[cH:22][cH:23][cH:24][cH:25]1. Yields the product Cc1ccc(C(=O)c2ccccc2OCC#N)cc1. The reactants are O=C([O-])[O-], N#CCCl, [K+], [K+], O, Cc1ccc(C(=O)c2ccccc2O)cc1. RXN SMILES: [C:21](=[O:22])([O-:23])[O-:24].[Cl:17][CH2:18][C:19]#[N:20].[K+:25].[K+:26].[OH2:27].[OH:1][c:2]1[c:3]([C:4](=[O:5])[c:6]2[cH:7][cH:8][c:9]([CH3:12])[cH:10][cH:11]2)[cH:13][cH:14][cH:15][cH:16]1>>[O:1]([c:2]1[c:3]([C:4](=[O:5])[c:6]2[cH:7][cH:8][c:9]([CH3:12])[cH:10][cH:11]2)[cH:13][cH:14][cH:15][cH:16]1)[CH2:18][C:19]#[N:20].